From a dataset of the Open Reaction Database (ORD), a public repository of structured organic reaction records. describe an organic reaction: reactants, conditions, products, and yield Reactants: C(C)(=O)OC(C)=O (acetic anhydride), N1=CC=CC=C1 (pyridine), COCC1CN(C(O1)=O)C1=CC=C(C=C1)C1CCNCC1 ((RS)-4-[4-(5-methoxymethyl-2-oxo-oxazolidin-3-yl)-phenyl]-piperidine). The solvent is C(Cl)Cl (methylene chloride). Conditions: time 18 hour. Yields the product C(C)(=O)N1CCC(CC1)C1=CC=C(C=C1)N1C(OC(C1)COC)=O ((RS)-1-acetyl-4-[4-(5-methoxymethyl-2-oxo-oxazolidin-3-yl)-phenyl]-piperidine). The yield is 97.3%. Reaction SMILES: [CH3:1][O:2][CH2:3][CH:4]1[O:8][C:7](=[O:9])[N:6]([C:10]2[CH:15]=[CH:14][C:13]([CH:16]3[CH2:21][CH2:20][NH:19][CH2:18][CH2:17]3)=[CH:12][CH:11]=2)[CH2:5]1.[C:22](OC(=O)C)(=[O:24])[CH3:23].N1C=CC=CC=1>C(Cl)Cl>[C:22]([N:19]1[CH2:20][CH2:21][CH:16]([C:13]2[CH:12]=[CH:11][C:10]([N:6]3[CH2:5][CH:4]([CH2:3][O:2][CH3:1])[O:8][C:7]3=[O:9])=[CH:15][CH:14]=2)[CH2:17][CH2:18]1)(=[O:24])[CH3:23]. Reported procedure: 177.1 mg (0.61 mmol) of (RS)-4-[4-(5-methoxymethyl-2-oxo-oxazolidin-3-yl)-phenyl]-piperidine were dissolved in 20 ml of methylene chloride and treated with 68.5 mg (0.67 mmol) of acetic anhydride in the presence of 53.1 mg (0.67 mmol) of pyridine. After stirring at room temperature for 18 hours the mixture was washed with water and the organic phase was dried over sodium sulfate. After filtration and evaporation of the filtrate the product was dried in a high vacuum. 197.3 mg of (RS)-1-acetyl-4-... Reactants: Cc1cn(-c2cccc(C(=O)CC(=O)Nc3cc(-c4ccc(F)cc4)ccc3NC(=O)OC(C)(C)C)c2)c(C)n1, ClCCl, O=C(O)C(F)(F)F. Product: Cc1cn(-c2cccc(C3=Nc4ccc(-c5ccc(F)cc5)cc4NC(=O)C3)c2)c(C)n1. As a reaction SMILES: [C:1]([O:2][C:3](=[O:4])[NH:7][c:8]1[c:9]([NH:21][C:22]([CH2:23][C:24](=[O:5])[c:26]2[cH:27][c:28](-[n:32]3[c:33]([CH3:38])[n:34][c:35]([CH3:37])[cH:36]3)[cH:29][cH:30][cH:31]2)=[O:39])[cH:10][c:11](-[c:14]2[cH:15][cH:16][c:17]([F:20])[cH:18][cH:19]2)[cH:12][cH:13]1)([CH3:6])([CH3:25])[CH3:40].[Cl:48][CH2:49][Cl:50].[F:41][C:42]([F:43])([F:44])[C:45]([OH:46])=[O:47]>>[N:7]1=[C:24]([c:26]2[cH:27][c:28](-[n:32]3[c:33]([CH3:38])[n:34][c:35]([CH3:37])[cH:36]3)[cH:29][cH:30][cH:31]2)[CH2:23][C:22](=[O:39])[NH:21][c:9]2[c:8]1[cH:13][cH:12][c:11](-[c:14]1[cH:15][cH:16][c:17]([F:20])[cH:18][cH:19]1)[cH:10]2. Reactants: CCN(CC)S(F)(F)F, ClCCl, Cc1ccccc1NC(=O)c1ccc(CC2CCc3c(ccc(Cl)c3Cl)C2O)cc1. Product: Cc1ccccc1NC(=O)c1ccc(CC2CCc3c(ccc(Cl)c3Cl)C2F)cc1. As a reaction SMILES: [CH2:31]([N:32]([S:33]([F:34])([F:35])[F:37])[CH2:36][CH3:38])[CH3:39].[CH2:40]([Cl:41])[Cl:42].[Cl:1][c:2]1[c:3]2[c:8]([cH:9][cH:10][c:11]1[Cl:12])[CH:7]([OH:13])[CH:6]([CH2:14][c:15]1[cH:16][cH:17][c:18]([C:19](=[O:20])[NH:21][c:22]3[c:23]([CH3:28])[cH:24][cH:25][cH:26][cH:27]3)[cH:29][cH:30]1)[CH2:5][CH2:4]2>>[Cl:1][c:2]1[c:3]2[c:8]([cH:9][cH:10][c:11]1[Cl:12])[CH:7]([F:37])[CH:6]([CH2:14][c:15]1[cH:16][cH:17][c:18]([C:19](=[O:20])[NH:21][c:22]3[c:23]([CH3:28])[cH:24][cH:25][cH:26][cH:27]3)[cH:29][cH:30]1)[CH2:5][CH2:4]2. Reactants: CC(C)OC(C)C, ClCCl, [Na+], O=C([O-])O, CCOC(=O)C(=O)c1ccc(Cl)cc1, OCC(CO)(c1ccccc1)c1ccccc1. Product: CCOC(=O)C1(c2ccc(Cl)cc2)OCC(c2ccccc2)(c2ccccc2)CO1. RXN SMILES: [CH:32]([O:33][CH:34]([CH3:35])[CH3:36])([CH3:37])[CH3:38].[Cl:39][CH2:40][Cl:41].[Na+:46].[O-:42][C:43]([OH:44])=[O:45].[O:1]=[C:2]([C:3](=[O:4])[O:5][CH2:6][CH3:7])[c:8]1[cH:9][cH:10][c:11]([Cl:14])[cH:12][cH:13]1.[c:15]1([C:21]([CH2:22][OH:23])([CH2:24][OH:25])[c:26]2[cH:27][cH:28][cH:29][cH:30][cH:31]2)[cH:16][cH:17][cH:18][cH:19][cH:20]1>>[O:1]1[C:2]([C:3](=[O:4])[O:5][CH2:6][CH3:7])([c:8]2[cH:9][cH:10][c:11]([Cl:14])[cH:12][cH:13]2)[O:23][CH2:22][C:21]([c:15]2[cH:16][cH:17][cH:18][cH:19][cH:20]2)([c:26]2[cH:27][cH:28][cH:29][cH:30][cH:31]2)[CH2:24]1. Starting materials: [H]C(C1CCCCC1)=O, FC(C(O)=O)C(SCC)=O. Reagents/catalysts: CN(C)c1ccncc1, 4Å Molecular Sieve, C1CNCCC1. The solvent is CC#N. Reaction conditions: temperature 25 celsius, time 24 hour. Yields the product F/C(C(SCC)=O)=C\C1CCCCC1. Isolated yield 29.0%. Reactants: [Al+3], COC(=O)c1oc2ccc(N3CCOCC3)cc2c1C, [H-], [H-], [H-], [H-], [Li+], C1CCOC1. Product: Cc1c(CO)oc2ccc(N3CCOCC3)cc12. RXN SMILES: [Al+3:22].[CH3:1][c:2]1[c:3]([C:17](=[O:18])[O:19][CH3:20])[o:4][c:5]2[c:6]1[cH:7][c:8]([N:11]1[CH2:12][CH2:13][O:14][CH2:15][CH2:16]1)[cH:9][cH:10]2.[H-:21].[H-:24].[H-:25].[H-:26].[Li+:23].[O:27]1[CH2:28][CH2:29][CH2:30][CH2:31]1>>[CH3:1][c:2]1[c:3]([CH2:17][OH:18])[o:4][c:5]2[c:6]1[cH:7][c:8]([N:11]1[CH2:12][CH2:13][O:14][CH2:15][CH2:16]1)[cH:9][cH:10]2. Reaction conditions: time 48 hour. Product: FC1=CC=C2C(CC(C2=C1)CC(=O)Cl)=O (2-(6-fluoro-3-oxo-1-indanyl)acetyl chloride). Procedure: Oxalyl chloride (4.5 g, 0.035 mol, Aldrich) was added to an ice cold stirring mixture of 2-(6-fluoro-3-oxo-1-indanyl)acetic acid (5.0 g, 0.024 mol) in dichloromethane (200 ml) under a nitrogen atmosphere. The mixture was allowed to warm to room temperature and stirring was continued for 48 hrs. The volatiles were removed from the solution by spin evaporation in vacuo with the addition of dichloromethane (3×50 ml) to give 2-(6-fluoro-3-oxo-1-indanyl)acetyl chloride which was used without purifica... Solvent: ClCCl (dichloromethane). RXN SMILES: [C:1](Cl)(=O)[C:2]([Cl:4])=[O:3].[F:7][C:8]1[CH:16]=[C:15]2[C:11]([C:12](=[O:21])[CH2:13][CH:14]2CC(O)=O)=[CH:10][CH:9]=1>ClCCl>[F:7][C:8]1[CH:16]=[C:15]2[C:11]([C:12](=[O:21])[CH2:13][CH:14]2[CH2:1][C:2]([Cl:4])=[O:3])=[CH:10][CH:9]=1. The reactants are C(C(=O)Cl)(=O)Cl (Oxalyl chloride), ice, FC1=CC=C2C(CC(C2=C1)CC(=O)O)=O (2-(6-fluoro-3-oxo-1-indanyl)acetic acid). Starting materials: N1=C(C=CC=C1)SC(CC1=C(N=C2N1C=C(C=C2)C)C2=CC=C(C=C2)C)=O ((6-methyl-2-p-tolyl-imidazo[1,2-a]pyridin-3-yl)-thioacetic acid S-pyridin-2-yl ester), C[Mg]Br (methyl magnesium bromide). The product is CC=1C=CC=2N(C1)C(=C(N2)C2=CC=C(C=C2)C)CC(C)=O (1-(6-Methyl-2-p-tolyl-imidazo[1,2-a]pyridin-3-yl)-propan-2-one). As a reaction SMILES: N1C=CC=CC=1S[C:8](=[O:27])[CH2:9][C:10]1[N:14]2[CH:15]=[C:16]([CH3:19])[CH:17]=[CH:18][C:13]2=[N:12][C:11]=1[C:20]1[CH:25]=[CH:24][C:23]([CH3:26])=[CH:22][CH:21]=1.[CH3:28][Mg]Br>>[CH3:19][C:16]1[CH:17]=[CH:18][C:13]2[N:14]([C:10]([CH2:9][C:8](=[O:27])[CH3:28])=[C:11]([C:20]3[CH:25]=[CH:24][C:23]([CH3:26])=[CH:22][CH:21]=3)[N:12]=2)[CH:15]=1. Procedure: Prepared from (6-methyl-2-p-tolyl-imidazo[1,2-a]pyridin-3-yl)-thioacetic acid S-pyridin-2-yl ester 1c and methyl magnesium bromide (MeMgBr) using a similar procedure described above. 1H NMR (400 MHz, CDCl3) δ 2.14 (s, 3H), 2.31 (s, 3H), 2.38 (s, 3H), 4.08 (s, 2H), 7.03 (d, J=9.1 Hz, 1H), 7.25 (d, J=7.7 Hz, 2H), 7.54 (m, 4H). Mass spectrum m/e 279 (M+).